Dataset: the Open Reaction Database (ORD), a public repository of structured organic reaction records. Task: describe an organic reaction: reactants, conditions, products, and yield Reactants: O=C([O-])O, CCOC(C)=O, COc1ccc(C2(CCO)CCNC2)cc1OC, COc1ccc(-n2cnnn2)cc1C(=O)Cl, CCOC(C)=O, [Na+], [Na+], [Na+], O=C([O-])[O-], O. The product is COc1ccc(C2(CCO)CCN(C(=O)c3cc(-n4cnnn4)ccc3OC)C2)cc1OC. Reaction SMILES: [C:41](=[O:42])([OH:43])[O-:44].[C:47]([O:48][CH2:49][CH3:50])(=[O:51])[CH3:52].[CH3:1][O:2][c:3]1[cH:4][c:5]([C:11]2([CH2:16][CH2:17][OH:18])[CH2:12][NH:13][CH2:14][CH2:15]2)[cH:6][cH:7][c:8]1[O:9][CH3:10].[CH3:25][O:26][c:27]1[c:28]([C:29](=[O:30])[Cl:31])[cH:32][c:33](-[n:36]2[n:37][n:38][n:39][cH:40]2)[cH:34][cH:35]1.[CH3:53][CH2:54][O:55][C:56](=[O:57])[CH3:58].[Na+:19].[Na+:20].[Na+:45].[O-:21][C:22](=[O:23])[O-:24].[OH2:46]>>[CH3:1][O:2][c:3]1[cH:4][c:5]([C:11]2([CH2:16][CH2:17][OH:18])[CH2:12][N:13]([C:29]([c:28]3[c:27]([O:26][CH3:25])[cH:35][cH:34][c:33](-[n:36]4[n:37][n:38][n:39][cH:40]4)[cH:32]3)=[O:30])[CH2:14][CH2:15]2)[cH:6][cH:7][c:8]1[O:9][CH3:10]. The reactants are C(C)(=O)NC=1SC=C(N1)C=CC1=CC=C(S1)C(=O)O (5-{2-[2-(Acetylamino)-1,3-thiazol-4-yl]vinyl}thiophene-2-carboxylic acid). Reagents/catalysts: [C].[Pd] (Palladium carbon). The solvent is O1CCCC1 (tetrahydrofuran), CO (methanol). Yields the product C(C)(=O)NC=1SC=C(N1)CCC1=CC=C(S1)C(=O)O (5-{2-[2-(acetylamino)-1,3-thiazol-4-yl]ethyl}thiophene-2-carboxylic acid). Isolated yield 81.4%. RXN SMILES: [C:1]([NH:4][C:5]1[S:6][CH:7]=[C:8]([CH:10]=[CH:11][C:12]2[S:16][C:15]([C:17]([OH:19])=[O:18])=[CH:14][CH:13]=2)[N:9]=1)(=[O:3])[CH3:2]>O1CCCC1.CO.[C].[Pd]>[C:1]([NH:4][C:5]1[S:6][CH:7]=[C:8]([CH2:10][CH2:11][C:12]2[S:16][C:15]([C:17]([OH:19])=[O:18])=[CH:14][CH:13]=2)[N:9]=1)(=[O:3])[CH3:2] |f:3.4|. Procedure: 5-{2-[2-(Acetylamino)-1,3-thiazol-4-yl]vinyl}thiophene-2-carboxylic acid (900.0 mg, 3.058 mmol) was dissolved in a mixed solvent of tetrahydrofuran (250 ml) and methanol (100 ml). 20% Palladium carbon was added, and the mixture was hydrogenated at room temperature under 4 atm. After the completion of the reaction, the reaction mixture was filtered through celite, and the filtrate was concentrated under reduced pressure. Diethyl ether (100 ml) was added to the concentrated residue, and the precip... Starting materials: Cl.Cl.Cl.N1=CC=C(C=C1)C[C@@H](N)C(=O)N1CCC(CC1)C1CCN(CC1)C (1-[β-(4-pyridinyl)-D-alanyl]-4-(1-methylpiperidin-4-yl)piperidine trihydrochloride), N1C=CC2=CC=C(C=C12)C(=O)O (indole-6-carboxylic acid). Yields the product N1C=CC2=CC=C(C=C12)C(=O)N[C@H](CC1=CC=NC=C1)C(=O)N1CCC(CC1)C1CCN(CC1)C (1-[N-(Indole-6-carbonyl)-β-(4-pyridinyl)-D-alanyl]-4-(1-methylpiperidin-4-yl)piperidine). RXN SMILES: Cl.Cl.Cl.[N:4]1[CH:9]=[CH:8][C:7]([CH2:10][C@H:11]([C:13]([N:15]2[CH2:20][CH2:19][CH:18]([CH:21]3[CH2:26][CH2:25][N:24]([CH3:27])[CH2:23][CH2:22]3)[CH2:17][CH2:16]2)=[O:14])[NH2:12])=[CH:6][CH:5]=1.[NH:28]1[C:36]2[C:31](=[CH:32][CH:33]=[C:34]([C:37](O)=[O:38])[CH:35]=2)[CH:30]=[CH:29]1>>[NH:28]1[C:36]2[C:31](=[CH:32][CH:33]=[C:34]([C:37]([NH:12][C@@H:11]([C:13]([N:15]3[CH2:16][CH2:17][CH:18]([CH:21]4[CH2:26][CH2:25][N:24]([CH3:27])[CH2:23][CH2:22]4)[CH2:19][CH2:20]3)=[O:14])[CH2:10][C:7]3[CH:6]=[CH:5][N:4]=[CH:9][CH:8]=3)=[O:38])[CH:35]=2)[CH:30]=[CH:29]1 |f:0.1.2.3|. Procedure details: Using methods substantially equivalent to those described in Method D-1, the titled compound was prepared from 1-[β-(4-pyridinyl)-D-alanyl]-4-(1-methylpiperidin-4-yl)piperidine trihydrochloride and indole-6-carboxylic acid (23%).